Dataset: the Open Reaction Database (ORD), a public repository of structured organic reaction records. Task: describe an organic reaction: reactants, conditions, products, and yield Reactants: ClC=1C(=NC=C(C1)C(F)(F)F)OC1=NNC(=C1CC)C (3-(3-chloro-5-trifluoromethylpyridin-2-yloxy)-4-ethyl-5-methylpyrazole), C(C)N=C=O (ethyl isocyanate). The product is C(C)NC(=O)N1N=C(C(=C1C)CC)OC1=NC=C(C=C1Cl)C(F)(F)F (N-ethyl-3-(3-chloro-5-trifluoromethylpyridin-2-yloxy)-4-ethyl-5-methylpyrazole-1-carboxamide). Yield: 31.9%. Reaction SMILES: [Cl:1][C:2]1[C:3]([O:12][C:13]2[C:17]([CH2:18][CH3:19])=[C:16]([CH3:20])[NH:15][N:14]=2)=[N:4][CH:5]=[C:6]([C:8]([F:11])([F:10])[F:9])[CH:7]=1.[CH2:21]([N:23]=[C:24]=[O:25])[CH3:22]>>[CH2:21]([NH:23][C:24]([N:15]1[C:16]([CH3:20])=[C:17]([CH2:18][CH3:19])[C:13]([O:12][C:3]2[C:2]([Cl:1])=[CH:7][C:6]([C:8]([F:10])([F:11])[F:9])=[CH:5][N:4]=2)=[N:14]1)=[O:25])[CH3:22]. Reported procedure: Reaction of 3-(3-chloro-5-trifluoromethylpyridin-2-yloxy)-4-ethyl-5-methylpyrazole with ethyl isocyanate was carried out in the same manner as in Example 158, to give a white solid of N-ethyl-3-(3-chloro-5-trifluoromethylpyridin-2-yloxy)-4-ethyl-5-methylpyrazole-1-carboxamide (0.36 g, yield: 31.9%). mp: 101-102° C.; 1H-NMR (CDCl3, TMS, ppm): δ 1.03 (t, J=7.6 Hz, 3H), 1.21 (t, J=7.3 Hz, 3H), 2.25 (q, J=7.6 Hz, 2H), 2.59 (s, 3H), 3.38 (dq, J=5.9 and 7.3 Hz, 2H), 6.85-7.05 (m, 1H), 8.02 (d, J=2.0 H... Starting materials: ClC1=NC(=CC=C1)CN(C)C (2-Chloro-6-dimethylaminomethylpyridine), CN (methylamine). Solvent: C(C)O (ethanol). Yields the product CN(C)CC1=CC=CC(=N1)NC (6-Dimethylaminomethyl-2-methylaminopyridine). Reaction SMILES: Cl[C:2]1[CH:7]=[CH:6][CH:5]=[C:4]([CH2:8][N:9]([CH3:11])[CH3:10])[N:3]=1.[CH3:12][NH2:13]>C(O)C>[CH3:10][N:9]([CH2:8][C:4]1[N:3]=[C:2]([NH:13][CH3:12])[CH:7]=[CH:6][CH:5]=1)[CH3:11]. Reported procedure: 2-Chloro-6-dimethylaminomethylpyridine (6.8 g, 0.04 mol), methylamine (12.0 g, 0.32 mole) and ethanol (25 ml) are heated at 180°-200° C. for 36 hours in a sealed reaction vessel. The solvent is removed in vacuo and the residue is made basic with excess sodium hydroxide and extracted with ether. The ether extract is dried over anhydrous sodium sulfate, filtered and concentrated in vacuo. This gives 5.8 g of amber oil. The oil is distilled at 90°-100° C. at 1.8 mm and is further purified by chroma... Reactants: FC(C1=C(C=CC(=C1)Cl)I)(F)F (2-trifluoromethyl-4-chloro iodobenzene), CN(C=O)C (dimethylformamide), [Cu](C#N)C#N (copper cyanide), ice. Reaction conditions: temperature 140 celsius. Yields the product FC(C=1C=C(C=CC1C#N)Cl)(F)F (3-(trifluoromethyl)-4-cyano chloro benzene). RXN SMILES: [F:1][C:2]([F:12])([F:11])[C:3]1[CH:8]=[C:7]([Cl:9])[CH:6]=[CH:5][C:4]=1I.[CH3:13][N:14](C)C=O.[Cu](C#N)C#N>O>[F:1][C:2]([F:12])([F:11])[C:3]1[CH:8]=[C:7]([Cl:9])[CH:6]=[CH:5][C:4]=1[C:13]#[N:14]. Run in O (water). Procedure details: 100 g of 2-trifluoromethyl-4-chloro iodobenzene, 200 ml of dimethylformamide and 58.7 g of copper cyanide are introduced at 20° C., the reaction medium is heated for 3 hours at 140° C., left to cool down to 20° C., then poured into 600 ml of ice-cooled demineralized water. After filtering, rinsing with 3×200 ml of isopropyl ether, the aqueous phase is decanted and reextracted with 3×200 ml of isopropyl ether. The organic phases are combined and washed with 200 ml of demineralized water and dried...